This data is from the Open Reaction Database (ORD), a public repository of structured organic reaction records. The task is: describe an organic reaction: reactants, conditions, products, and yield Conditions: time 18 hour. Procedure: Methyl propiolate (641 μL, 7.63 mmol) and 2-(azidomethyl)-6-bromopyridine (1.25 g, 5.87 mmol) were combined in t-BuOH (9.0 mL) and water (5.0 mL). A solution of CuSO4.5H2O (73 mg, 0.29 mmol) in water (2.0 mL) was added, followed by sodium ascorbate (232 mg, 1.17 mmol) in water (2.0 mL). The reaction was stirred at room temperature for 18 h, during which time it became a yellow suspension. The suspension was diluted with saturated NaHCO3 and extracted with EtOAc (3×). The combined organic layers ... As a reaction SMILES: [C:1]([O:5][CH3:6])(=[O:4])[C:2]#[CH:3].[N:7]([CH2:10][C:11]1[CH:16]=[CH:15][CH:14]=[C:13]([Br:17])[N:12]=1)=[N+:8]=[N-:9].O=C1O[C@H]([C@H](CO)O)C([O-])=C1O.[Na+]>CC(O)(C)C.O.C([O-])(O)=O.[Na+]>[Br:17][C:13]1[N:12]=[C:11]([CH2:10][N:7]2[CH:3]=[C:2]([C:1]([O:5][CH3:6])=[O:4])[N:9]=[N:8]2)[CH:16]=[CH:15][CH:14]=1 |f:2.3,6.7|. Product: BrC1=CC=CC(=N1)CN1N=NC(=C1)C(=O)OC (Methyl 1-[(6-bromopyridin-2-yl)methyl]-1H-1,2,3-triazole-4-carboxylate). Starting materials: C(C#C)(=O)OC (Methyl propiolate), O=C1C(O)=C([O-])[C@H](O1)[C@@H](O)CO.[Na+] (sodium ascorbate), CuSO4.5H2O, N(=[N+]=[N-])CC1=NC(=CC=C1)Br (2-(azidomethyl)-6-bromopyridine). Run in CC(C)(C)O (t-BuOH), O (water), O (water), C(=O)(O)[O-].[Na+] (NaHCO3), O (water). Reactants: C(C)(=O)O[C@@H]1CC[C@H](CC1)C1=NC(=C2N1C=CN=C2C)Br ((trans)-4-(1-bromo-8-methylimidazo[1,5-a]pyrazin-3-yl)cyclohexyl acetate), COC1=C2C=C(N(C2=CC=C1)C)C(=O)NC1=C(C=C(C=C1)B1OC(C(O1)(C)C)(C)C)OC (4-methoxy-N-(2-methoxy-4-(4,4,5,5-tetramethyl-1,3,2-dioxaborolan-2-yl)phenyl)-1-methyl-1H-indole-2-carboxamide). Yields the product C(C)(=O)O[C@@H]1CC[C@H](CC1)C1=NC(=C2N1C=CN=C2C)C2=CC(=C(C=C2)NC(=O)C=2N(C1=CC=CC(=C1C2)OC)C)OC ((trans)-4-(1-(3-methoxy-4-(4-methoxy-1-methyl-1H-indole-2-carboxamido)phenyl)-8-methylimidazo[1,5-a]pyrazin-3-yl)cyclohexyl acetate). As a reaction SMILES: [C:1]([O:4][C@H:5]1[CH2:10][CH2:9][C@H:8]([C:11]2[N:15]3[CH:16]=[CH:17][N:18]=[C:19]([CH3:20])[C:14]3=[C:13](Br)[N:12]=2)[CH2:7][CH2:6]1)(=[O:3])[CH3:2].[CH3:22][O:23][C:24]1[CH:32]=[CH:31][CH:30]=[C:29]2[C:25]=1[CH:26]=[C:27]([C:34]([NH:36][C:37]1[CH:42]=[CH:41][C:40](B3OC(C)(C)C(C)(C)O3)=[CH:39][C:38]=1[O:52][CH3:53])=[O:35])[N:28]2[CH3:33]>>[C:1]([O:4][C@H:5]1[CH2:10][CH2:9][C@H:8]([C:11]2[N:15]3[CH:16]=[CH:17][N:18]=[C:19]([CH3:20])[C:14]3=[C:13]([C:40]3[CH:41]=[CH:42][C:37]([NH:36][C:34]([C:27]4[N:28]([CH3:33])[C:29]5[C:25]([CH:26]=4)=[C:24]([O:23][CH3:22])[CH:32]=[CH:31][CH:30]=5)=[O:35])=[C:38]([O:52][CH3:53])[CH:39]=3)[N:12]=2)[CH2:7][CH2:6]1)(=[O:3])[CH3:2]. Reported procedure: Using the procedure described in example 1 step 1f (trans)-4-(1-bromo-8-methylimidazo[1,5-a]pyrazin-3-yl)cyclohexyl acetate (0.568 mmol, 200 mg) and 4-methoxy-N-(2-methoxy-4-(4,4,5,5-tetramethyl-1,3,2-dioxaborolan-2-yl)phenyl)-1-methyl-1H-indole-2-carboxamide (0.568 mmol, 248 mg) gave after purification using column chromatography (silica gel; gradient heptanes/ethyl acetate 1/1 to ethyl acetate) the title compound (245 mg). Starting materials: SC(C(=O)O)CCCCCCCCC (2-Mercaptoundecanoic acid), C(C1=CN=CC=C1)=NCCN(C)C (N-nicotinylidene-N',N'-dimethylethylenediamine). Run in C1(=CC=CC=C1)C (toluene). Run at time 2 hour. Product: CN(CCN1C(SC(C1=O)CCCCCCCCC)C=1C=NC=CC1)C (3-(2-dimethylaminoethyl)-5-(n-nonyl)-2-(3-pyridyl)thiazolidin-4-one). The yield is 89.6%. Reaction SMILES: [SH:1][CH:2]([CH2:6][CH2:7][CH2:8][CH2:9][CH2:10][CH2:11][CH2:12][CH2:13][CH3:14])[C:3]([OH:5])=O.[CH:15](=[N:22][CH2:23][CH2:24][N:25]([CH3:27])[CH3:26])[C:16]1[CH:21]=[CH:20][CH:19]=[N:18][CH:17]=1>C1(C)C=CC=CC=1>[CH3:26][N:25]([CH3:27])[CH2:24][CH2:23][N:22]1[C:3](=[O:5])[CH:2]([CH2:6][CH2:7][CH2:8][CH2:9][CH2:10][CH2:11][CH2:12][CH2:13][CH3:14])[S:1][CH:15]1[C:16]1[CH:17]=[N:18][CH:19]=[CH:20][CH:21]=1. Reported procedure: 2-Mercaptoundecanoic acid (2 g, 9.16 mmol) and N-nicotinylidene-N',N'-dimethylethylenediamine (1.62 g, 9.16 mmol) were dissolved in toluene (50 ml), and subjected to azeotropic dehydration for 2 hours. The solvent was removed from the product mixture by evaporation under reduced pressure. The residue was purified by column chromatography, giving 3-(2-dimethylaminoethyl)-5-(n-nonyl)-2-(3-pyridyl)thiazolidin-4-one (3.1 g, 90% yield). IR (CHCl3) [cm-1 ]; 2850, 1660, 1577, 1408. Reactants: Cc1nn(-c2cccc(C(F)(F)F)c2)c(C2CC2)c1C(=O)N1CCC(=O)CC1, OCC1CCCN1. Yields the product Cc1nn(-c2cccc(C(F)(F)F)c2)c(C2CC2)c1C(=O)N1CCC(N2CCCC2CO)CC1. Reaction SMILES: [CH:1]1([c:4]2[c:5]([C:20](=[O:21])[N:22]3[CH2:23][CH2:24][C:25](=[O:28])[CH2:26][CH2:27]3)[c:6]([CH3:19])[n:7][n:8]2-[c:9]2[cH:10][c:11]([C:15]([F:16])([F:17])[F:18])[cH:12][cH:13][cH:14]2)[CH2:2][CH2:3]1.[NH:29]1[CH:30]([CH2:34][OH:35])[CH2:31][CH2:32][CH2:33]1>>[CH:1]1([c:4]2[c:5]([C:20](=[O:21])[N:22]3[CH2:23][CH2:24][CH:25]([N:29]4[CH:30]([CH2:34][OH:35])[CH2:31][CH2:32][CH2:33]4)[CH2:26][CH2:27]3)[c:6]([CH3:19])[n:7][n:8]2-[c:9]2[cH:10][c:11]([C:15]([F:16])([F:17])[F:18])[cH:12][cH:13][cH:14]2)[CH2:2][CH2:3]1. Reactants: O=C1NC2=C(CCN1C1CCN(CC1)C(=O)O[C@@H](C(=O)N1CCC(CC1)N1[C@@H](CCC1)C(=O)O)CC1=CC(=C(C(=C1)C(F)(F)F)N)Cl)C=CC=C2 ((R)-1-(4-amino-3-chloro-5-trifluoromethyl-benzyl)-2-[4-((S)-2-carboxy-pyrrolidin-1-yl)-piperidin-1-yl]-2-oxo-ethyl 4-(2-oxo-1,2,4,5-tetrahydro-1,3-benzodiazepin-3-yl)-piperidine-1-carboxylate), OCC(=O)N(C)C (2-hydroxy-N,N-dimethyl-acetamide). Product: O=C1NC2=C(CCN1C1CCN(CC1)C(=O)O[C@@H](C(=O)N1CCC(CC1)N1[C@@H](CCC1)C(=O)OCC(N(C)C)=O)CC1=CC(=C(C(=C1)C(F)(F)F)N)Cl)C=CC=C2 ((R)-1-(4-amino-3-chloro-5-trifluoromethyl-benzyl)-2-[4-((S)-2-dimethylcarbamoylmethoxycarbonyl-pyrrolidin-1-yl)-piperidin-1-yl]-2-oxo-ethyl 4-(2-oxo-1,2,4,5-tetrahydro-1,3-benzodiazepin-3-yl)-piperidine-1-carboxylate). As a reaction SMILES: [O:1]=[C:2]1[N:8]([CH:9]2[CH2:14][CH2:13][N:12]([C:15]([O:17][C@H:18]([CH2:35][C:36]3[CH:41]=[C:40]([C:42]([F:45])([F:44])[F:43])[C:39]([NH2:46])=[C:38]([Cl:47])[CH:37]=3)[C:19]([N:21]3[CH2:26][CH2:25][CH:24]([N:27]4[CH2:31][CH2:30][CH2:29][C@H:28]4[C:32]([OH:34])=[O:33])[CH2:23][CH2:22]3)=[O:20])=[O:16])[CH2:11][CH2:10]2)[CH2:7][CH2:6][C:5]2[CH:48]=[CH:49][CH:50]=[CH:51][C:4]=2[NH:3]1.O[CH2:53][C:54]([N:56]([CH3:58])[CH3:57])=[O:55]>>[O:1]=[C:2]1[N:8]([CH:9]2[CH2:14][CH2:13][N:12]([C:15]([O:17][C@H:18]([CH2:35][C:36]3[CH:41]=[C:40]([C:42]([F:43])([F:45])[F:44])[C:39]([NH2:46])=[C:38]([Cl:47])[CH:37]=3)[C:19]([N:21]3[CH2:22][CH2:23][CH:24]([N:27]4[CH2:31][CH2:30][CH2:29][C@H:28]4[C:32]([O:34][CH2:53][C:54](=[O:55])[N:56]([CH3:58])[CH3:57])=[O:33])[CH2:25][CH2:26]3)=[O:20])=[O:16])[CH2:11][CH2:10]2)[CH2:7][CH2:6][C:5]2[CH:48]=[CH:49][CH:50]=[CH:51][C:4]=2[NH:3]1. Procedure: Prepared analogously to Example 9.2 from 70 mg (0.10 mmol) (R)-1-(4-amino-3-chloro-5-trifluoromethyl-benzyl)-2-[4-((S)-2-carboxy-pyrrolidin-1-yl)-piperidin-1-yl]-2-oxo-ethyl 4-(2-oxo-1,2,4,5-tetrahydro-1,3-benzodiazepin-3-yl)-piperidine-1-carboxylate and 11 mg (0.11 mmol) 2-hydroxy-N,N-dimethyl-acetamide. Starting materials: N[C@@H](CCN1CCC(CC1)C=1C=C(C=CC1)NC(C(C)C)=O)C1=CC=CC=C1 (N-(3-{1-[(3S)-3-amino-3-phenylpropyl]-4-piperidinyl}phenyl)-2-methylpropanamide), FC1=C(C(=O)Cl)C=CC(=C1)F (2,4-difluorobenzoyl chloride). Product: FC1=C(C(=O)N[C@@H](CCN2CCC(CC2)C2=CC(=CC=C2)NC(C(C)C)=O)C2=CC=CC=C2)C=CC(=C1)F (2,4-DIFLUORO-N-((1S)-3-{4-[3-(ISOBUTYRYLAMINO)PHENYL]-1-PIPERIDINYL}-1-PHENYLPROPYL)BENZAMIDE). Reaction SMILES: [NH2:1][C@H:2]([C:23]1[CH:28]=[CH:27][CH:26]=[CH:25][CH:24]=1)[CH2:3][CH2:4][N:5]1[CH2:10][CH2:9][CH:8]([C:11]2[CH:12]=[C:13]([NH:17][C:18](=[O:22])[CH:19]([CH3:21])[CH3:20])[CH:14]=[CH:15][CH:16]=2)[CH2:7][CH2:6]1.[F:29][C:30]1[CH:38]=[C:37]([F:39])[CH:36]=[CH:35][C:31]=1[C:32](Cl)=[O:33]>>[F:29][C:30]1[CH:38]=[C:37]([F:39])[CH:36]=[CH:35][C:31]=1[C:32]([NH:1][C@H:2]([C:23]1[CH:24]=[CH:25][CH:26]=[CH:27][CH:28]=1)[CH2:3][CH2:4][N:5]1[CH2:10][CH2:9][CH:8]([C:11]2[CH:16]=[CH:15][CH:14]=[C:13]([NH:17][C:18](=[O:22])[CH:19]([CH3:21])[CH3:20])[CH:12]=2)[CH2:7][CH2:6]1)=[O:33]. Procedure details: Prepared by Procedure Q1 and Scheme AC using N-(3-{1-[(3S)-3-amino-3-phenylpropyl]-4-piperidinyl}phenyl)-2-methylpropanamide and 2,4-difluorobenzoyl chloride: ESMS m/e: 520.2 (M+H)+.